Task: describe an organic reaction: reactants, conditions, products, and yield. Dataset: the Open Reaction Database (ORD), a public repository of structured organic reaction records Starting materials: NC=1C=C(CN2CCC(CC2)CNC(CNC(C2=C(C=C(C(=C2)F)F)NC(=O)OC(C)(C)C)=O)=O)C=CC1O (1-(3-amino-4-hydroxybenzyl)-4-[{N-(2-(tert-butoxycarbonylamino)-4,5-difluorobenzoyl)glycyl}aminomethyl]piperidine), C1CCNCC1 ((piperidinomethyl)polystyrene), C(C)(=O)OC(C)=O (acetic anhydride). Solvent: ClCCl (dichloromethane), ClCCl (dichloromethane). Conditions: time 3 hour. Yields the product C(C)(=O)NC=1C=C(CN2CCC(CC2)CNC(CNC(C2=C(C=C(C(=C2)F)F)NC(=O)OC(C)(C)C)=O)=O)C=CC1O (1-(3-acetylamino-4-hydroxybenzyl)-4-[{N-(2-(tert-butoxycarbonylamino)-4,5-difluorobenzoyl)glycyl}aminomethyl]piperidine). Isolated yield 103.8%. RXN SMILES: [NH2:1][C:2]1[CH:3]=[C:4]([CH:36]=[CH:37][C:38]=1[OH:39])[CH2:5][N:6]1[CH2:11][CH2:10][CH:9]([CH2:12][NH:13][C:14](=[O:35])[CH2:15][NH:16][C:17](=[O:34])[C:18]2[CH:23]=[C:22]([F:24])[C:21]([F:25])=[CH:20][C:19]=2[NH:26][C:27]([O:29][C:30]([CH3:33])([CH3:32])[CH3:31])=[O:28])[CH2:8][CH2:7]1.C1CCNCC1.[C:46](OC(=O)C)(=[O:48])[CH3:47]>ClCCl>[C:46]([NH:1][C:2]1[CH:3]=[C:4]([CH:36]=[CH:37][C:38]=1[OH:39])[CH2:5][N:6]1[CH2:11][CH2:10][CH:9]([CH2:12][NH:13][C:14](=[O:35])[CH2:15][NH:16][C:17](=[O:34])[C:18]2[CH:23]=[C:22]([F:24])[C:21]([F:25])=[CH:20][C:19]=2[NH:26][C:27]([O:29][C:30]([CH3:33])([CH3:32])[CH3:31])=[O:28])[CH2:8][CH2:7]1)(=[O:48])[CH3:47]. Procedure: To a mixture of 1-(3-amino-4-hydroxybenzyl)-4-[{N-(2-(tert-butoxycarbonylamino)-4,5-difluorobenzoyl)glycyl}aminomethyl]piperidine (27 mg, 0.049 mmol), (piperidinomethyl)polystyrene (2.7 mmol/g, 60 mg, 0.15 mmol) and dichloromethane (2 mL) was added acetic anhydride (0.12 mmol) in dichloromethane (0.12 mL). The reaction mixture was stirred at room temperature for 3 h. The mixture was loaded onto Varian™ SCX column, and washed with CH3OH. Product was eluted off using 2 N NH3 in CH3OH and concentra... The reactants are Cl (HCl), BrC1=NC=C(C=C1)Br (2,5-dibromopyridine), CN(C)C=O (DMF), [Li]CCCC (n-BuLi). Solvent: C(C)OCC (diethyl ether). Conditions: temperature -80 celsius. Product: BrC1=NC=C(C=O)C=C1 (6-Bromonicotinaldehyde). RXN SMILES: [Br:1][C:2]1[CH:7]=[CH:6][C:5](Br)=[CH:4][N:3]=1.[Li]CCCC.CN([CH:17]=[O:18])C.Cl>C(OCC)C>[Br:1][C:2]1[CH:7]=[CH:6][C:5]([CH:17]=[O:18])=[CH:4][N:3]=1. Reported procedure: To a suspension of 2,5-dibromopyridine (2.00 g, 8.44 mmol) in dry diethyl ether (25 mL) was added n-BuLi (3.55 mL, 8.87 mmol, 2.5 M solution in hexane) at −80° C. under a nitrogen atmosphere. After stirring for 1 h at −80° C. dry DMF (0.68 mg, 9.28 mmol) was added. After stirring for an additional hour at −80° C. the reaction mixture was allowed to warm to 0° C. and HCl (18.0 mL, 1 M) was added. After stirring for 15 minutes the phases were separated and aqueous layer was extracted twice with di... Starting materials: OC1(Cc2ccccc2)CCN(CCCOc2ccc(OCc3ccccc3)cc2)CC1, CO, Cl. Yields the product Oc1ccc(OCCCN2CCC(O)(Cc3ccccc3)CC2)cc1, Cl. As a reaction SMILES: [CH2:1]([c:2]1[cH:3][cH:4][cH:5][cH:6][cH:7]1)[C:8]1([OH:32])[CH2:9][CH2:10][N:11]([CH2:14][CH2:15][CH2:16][O:17][c:18]2[cH:19][cH:20][c:21]([O:24][CH2:25][c:26]3[cH:27][cH:28][cH:29][cH:30][cH:31]3)[cH:22][cH:23]2)[CH2:12][CH2:13]1.[CH3:34][OH:35].[ClH:33]>>[CH2:1]([c:2]1[cH:3][cH:4][cH:5][cH:6][cH:7]1)[C:8]1([OH:32])[CH2:9][CH2:10][N:11]([CH2:14][CH2:15][CH2:16][O:17][c:18]2[cH:19][cH:20][c:21]([OH:24])[cH:22][cH:23]2)[CH2:12][CH2:13]1.[ClH:33].